Dataset: the Open Reaction Database (ORD), a public repository of structured organic reaction records. Task: describe an organic reaction: reactants, conditions, products, and yield Reactants: BrCC1CC1, [K+], [K+], O=C([O-])[O-], CN(C)C=O, O, Nc1ncnc2[nH]nc(-c3ccc4ccccc4c3)c12. Product: Nc1ncnc2c1c(-c1ccc3ccccc3c1)nn2CC1CC1. As a reaction SMILES: [CH:27]1([CH2:30][Br:31])[CH2:28][CH2:29]1.[K+:21].[K+:22].[O-:23][C:24]([O-:25])=[O:26].[O:33]=[CH:34][N:35]([CH3:36])[CH3:37].[OH2:32].[cH:1]1[c:2](-[c:11]2[n:12][nH:13][c:14]3[n:15][cH:16][n:17][c:18]([NH2:20])[c:19]23)[cH:3][cH:4][c:5]2[cH:6][cH:7][cH:8][cH:9][c:10]12>>[cH:1]1[c:2](-[c:11]2[n:12][n:13]([CH2:30][CH:27]3[CH2:28][CH2:29]3)[c:14]3[n:15][cH:16][n:17][c:18]([NH2:20])[c:19]23)[cH:3][cH:4][c:5]2[cH:6][cH:7][cH:8][cH:9][c:10]12. Starting materials: ClC1=C(C(=NC(=N1)C1=CC=C(C=C1)[N+](=O)[O-])N1CCOCC1)OCC (4-[6-chloro-5-ethoxy-2-(4-nitro-phenyl)-pyrimidin-4-yl]-morpholine). The reagents and catalysts are [Pt] (platinum on carbon). The solvent is CO (MeOH), CC(OCC)=O (EA). Product: ClC1=NC(=NC(=C1OCC)N1CCOCC1)C1=CC=C(C=C1)N (4-(4-Chloro-5-ethoxy-6-morpholin-4-yl-pyrimidin-2-yl)-phenylamine). The yield is 70.8%. Reaction SMILES: [Cl:1][C:2]1[N:7]=[C:6]([C:8]2[CH:13]=[CH:12][C:11]([N+:14]([O-])=O)=[CH:10][CH:9]=2)[N:5]=[C:4]([N:17]2[CH2:22][CH2:21][O:20][CH2:19][CH2:18]2)[C:3]=1[O:23][CH2:24][CH3:25]>[Pt].CO.CC(=O)OCC>[Cl:1][C:2]1[C:3]([O:23][CH2:24][CH3:25])=[C:4]([N:17]2[CH2:22][CH2:21][O:20][CH2:19][CH2:18]2)[N:5]=[C:6]([C:8]2[CH:13]=[CH:12][C:11]([NH2:14])=[CH:10][CH:9]=2)[N:7]=1. Procedure: 4-[6-chloro-5-ethoxy-2-(4-nitro-phenyl)-pyrimidin-4-yl]-morpholine (0.2 g, 1 eq) was stirred under hydrogen balloon with platinum on carbon (10 percent, 0.11 g, 0.1 eq) in a mixture of MeOH and EA (1:1, 8 mL) at room temperature overnight. The reaction mixture was then filtered through Celite, the volatiles in the mixture was removed in vacuo, and the residue was purified by flash chromatography to give a white solid (0.13 g, 83%). Starting materials: C(CCCCC)NC1=CC2=C(N=C(S2)S)C=C1 (6-(hexylamino)-1,3-benzothiazole-2-thiol), COC=1C=C(C=C(C1)OC)N=C=O (3,5-dimethoxyphenyl isocyanate). Run in ClCCl (dichloromethane). Run at time 8 hour. The product is COC=1C=C(C=C(C1)OC)NC(N(C1=CC2=C(N=C(S2)S)C=C1)CCCCCC)=O (N′-[3,5-bis(methyloxy)phenyl]-N-hexyl-N-(2-mercapto-1,3-benzothiazol-6-yl)urea). Isolated yield 42.8%. RXN SMILES: [CH2:1]([NH:7][C:8]1[CH:17]=[CH:16][C:11]2[N:12]=[C:13]([SH:15])[S:14][C:10]=2[CH:9]=1)[CH2:2][CH2:3][CH2:4][CH2:5][CH3:6].[CH3:18][O:19][C:20]1[CH:21]=[C:22]([N:28]=[C:29]=[O:30])[CH:23]=[C:24]([O:26][CH3:27])[CH:25]=1>ClCCl>[CH3:27][O:26][C:24]1[CH:23]=[C:22]([NH:28][C:29](=[O:30])[N:7]([CH2:1][CH2:2][CH2:3][CH2:4][CH2:5][CH3:6])[C:8]2[CH:17]=[CH:16][C:11]3[N:12]=[C:13]([SH:15])[S:14][C:10]=3[CH:9]=2)[CH:21]=[C:20]([O:19][CH3:18])[CH:25]=1. Reported procedure: Into 50 ml round bottomed flask were added 6-(hexylamino)-1,3-benzothiazole-2-thiol (58.5 mg, 0.22 mmol), dichloromethane (10 ml) and 3,5-dimethoxyphenyl isocyanate (39.5 mg, 0.22 mmol). The reaction mixture was stirred 8 h, filtered, and the solid that was obtained was triturated with chloroform, followed with chloroform/methanol (9:1 mixture) to give 42 mg (43%) of the title compound. 1H NMR (DMSO-d6) δ=0.79 (t, 3H), 1.19 (br s, 5H), 1.40 (t, 2H), 3.28 (br s, 2H), 3.57 (t, 2H), 3.61 (s, 5H), 6... Starting materials: Cl.Cl.C(C)OC(CC1=CC(=C(C=C1)OC)C=1C(=NC2=CC=CC=C2C1)CNCC1=CC=CC=C1)=O ({3-[2-(benzylamino-methyl)-quinolin-3-yl]-4-methoxy-phenyl}-acetic acid ethyl ester, dihydrochloride), C(C)(=O)OC(C)=O (acetic anhydride). Product: C(C)OC(CC1=CC(=C(C=C1)OC)C=1C(=NC2=CC=CC=C2C1)CN(CC1=CC=CC=C1)C(C)=O)=O ((3-{2-[(Acetyl-benzyl-amino)-methyl]-quinolin-3-yl}-4-methoxy-phenyl)-acetic acid ethyl ester). As a reaction SMILES: Cl.Cl.[CH2:3]([O:5][C:6](=[O:35])[CH2:7][C:8]1[CH:13]=[CH:12][C:11]([O:14][CH3:15])=[C:10]([C:16]2[C:17]([CH2:26][NH:27][CH2:28][C:29]3[CH:34]=[CH:33][CH:32]=[CH:31][CH:30]=3)=[N:18][C:19]3[C:24]([CH:25]=2)=[CH:23][CH:22]=[CH:21][CH:20]=3)[CH:9]=1)[CH3:4].[C:36](OC(=O)C)(=[O:38])[CH3:37]>>[CH2:3]([O:5][C:6](=[O:35])[CH2:7][C:8]1[CH:13]=[CH:12][C:11]([O:14][CH3:15])=[C:10]([C:16]2[C:17]([CH2:26][N:27]([C:36](=[O:38])[CH3:37])[CH2:28][C:29]3[CH:30]=[CH:31][CH:32]=[CH:33][CH:34]=3)=[N:18][C:19]3[C:24]([CH:25]=2)=[CH:23][CH:22]=[CH:21][CH:20]=3)[CH:9]=1)[CH3:4] |f:0.1.2|. Procedure details: Prepared according to the procedure described in Example 5, Step 5, using the following starting materials: {3-[2-(benzylamino-methyl)-quinolin-3-yl]-4-methoxy-phenyl}-acetic acid ethyl ester, dihydrochloride and acetic anhydride. The reactants are O (water), [BH4-].[Na+] (sodium borohydride), [BH4-].[Na+] (NaBH4), CC/C=C\CC1C(CCC1=O)CC(=O)O ((+/−)-jasmonic acid). Run in C(C)O (ethanol). Reaction conditions: temperature 50 celsius, time 4 hour. Yields the product OC1[C@@H]([C@H](CC1)CC(=O)O)C\C=C/CC ((+/−)(1R,2R)-3-hydroxy-2-[(2Z)-2-pentenyl]cyclopentaneacetic acid). Reaction SMILES: [CH3:1][CH2:2]/[CH:3]=[CH:4]\[CH2:5][CH:6]1[C:10](=[O:11])[CH2:9][CH2:8][CH:7]1[CH2:12][C:13]([OH:15])=[O:14].[BH4-].[Na+].O>C(O)C>[OH:11][CH:10]1[CH2:9][CH2:8][C@H:7]([CH2:12][C:13]([OH:15])=[O:14])[C@H:6]1[CH2:5]/[CH:4]=[CH:3]\[CH2:2][CH3:1] |f:1.2|. Reported procedure: In a 50 ml three-necked flask equipped with a condenser, a thermometer and a magnetic stirrer, 1 g (4.8 mmol) of (+/−)-jasmonic acid was dissolved in 15 ml of absolute ethanol. 430 mg (11.4 mmol) of sodium borohydride, NaBH4, were added. The mixture was stirred at 50° C. for 4 hours. When the reaction was finished, 5 ml of water were added slowly. The precipitate formed was filtered off. The filtrate was acidified to pH=5 with hydrochloric acid and then extracted with ethyl acetate (3×30 ml). Th...